Task: describe an organic reaction: reactants, conditions, products, and yield. Dataset: the Open Reaction Database (ORD), a public repository of structured organic reaction records Starting materials: C(C1=CC=CC=C1)OC(=O)NCCCC[C@@H](C(=O)OCC1=CC=CC=C1)OP(=O)(OCC1=CC=CC=C1)C(C(C)C)NCC1=CC=C(C=C1)OC (benzyl (S)-6-benzyloxycarbonylamino-2-((1-((4-methoxy)benzylamino)-2-methylpropyl)(benzyloxyphosphinoyl)oxy)hexanoate), [N+](=O)([O-])[O-].[NH4+].[NH4+].[Ce+4].[N+](=O)([O-])[O-].[N+](=O)([O-])[O-].[N+](=O)([O-])[O-].[N+](=O)([O-])[O-].[N+](=O)([O-])[O-] (Cerium(IV) diammonium nitrate), S(=S)(=O)([O-])[O-].[Na+].[Na+] (sodium thiosulfate). The solvent is C(C)#N (acetonitrile), O (water), C(C)#N (acetonitrile), O (water). Conditions: time 1.5 hour. Product: NC(C(C)C)P(=O)(O[C@H](C(=O)OCC1=CC=CC=C1)CCCCNC(=O)OCC1=CC=CC=C1)OCC1=CC=CC=C1 (benzyl (S)-2-((1-amino-2-methylpropyl)(benzyloxyphosphinoyl)oxy)-6-benzyloxycarbonylaminohexanoate). The yield is 58.4%. As a reaction SMILES: [CH2:1]([O:8][C:9]([NH:11][CH2:12][CH2:13][CH2:14][CH2:15][C@H:16]([O:27][P:28]([CH:38]([NH:42]CC1C=CC(OC)=CC=1)[CH:39]([CH3:41])[CH3:40])([O:30][CH2:31][C:32]1[CH:37]=[CH:36][CH:35]=[CH:34][CH:33]=1)=[O:29])[C:17]([O:19][CH2:20][C:21]1[CH:26]=[CH:25][CH:24]=[CH:23][CH:22]=1)=[O:18])=[O:10])[C:2]1[CH:7]=[CH:6][CH:5]=[CH:4][CH:3]=1.[N+]([O-])([O-])=O.[NH4+].[NH4+].[Ce+4].[N+]([O-])([O-])=O.[N+]([O-])([O-])=O.[N+]([O-])([O-])=O.[N+]([O-])([O-])=O.[N+]([O-])([O-])=O.S([O-])([O-])(=O)=S.[Na+].[Na+]>C(#N)C.O>[NH2:42][CH:38]([P:28]([O:30][CH2:31][C:32]1[CH:33]=[CH:34][CH:35]=[CH:36][CH:37]=1)([O:27][C@@H:16]([CH2:15][CH2:14][CH2:13][CH2:12][NH:11][C:9]([O:8][CH2:1][C:2]1[CH:7]=[CH:6][CH:5]=[CH:4][CH:3]=1)=[O:10])[C:17]([O:19][CH2:20][C:21]1[CH:26]=[CH:25][CH:24]=[CH:23][CH:22]=1)=[O:18])=[O:29])[CH:39]([CH3:41])[CH3:40] |f:1.2.3.4.5.6.7.8.9,10.11.12|. Reported procedure: The crude benzyl (S)-6-benzyloxycarbonylamino-2-((1-((4-methoxy)benzylamino)-2-methylpropyl)(benzyloxyphosphinoyl)oxy)hexanoate (557.4 mg) obtained in the above step (d) was dissolved in a mixed solvent of acetonitrile and water (4:1) (5.6 ml). Cerium(IV) diammonium nitrate was dissolved in a mixed solvent of acetonitrile and water (4:1) (5.6 ml), and the resulting solution was added to the reaction system. The mixture was stirred at room temperature for 1.5 hours. The mixture was cooled to 0° C... The reactants are COC(=O)c1cc([N+](=O)[O-])ccc1Oc1ccccc1, CCO. The product is COC(=O)c1cc(N)ccc1Oc1ccccc1. As a reaction SMILES: [CH3:1][O:2][C:3]([c:4]1[c:5]([O:13][c:14]2[cH:15][cH:16][cH:17][cH:18][cH:19]2)[cH:6][cH:7][c:8]([N+:10]([O-:11])=[O:12])[cH:9]1)=[O:20].[CH3:21][CH2:22][OH:23]>>[CH3:1][O:2][C:3]([c:4]1[c:5]([O:13][c:14]2[cH:15][cH:16][cH:17][cH:18][cH:19]2)[cH:6][cH:7][c:8]([NH2:10])[cH:9]1)=[O:20]. Reactants: FC(C=1C=C(CN2C(C(CC2)(C(C)C)CCCO)=O)C=C(C1)C(F)(F)F)(F)F (1-(3,5-bis(trifluoromethyl)benzyl)-3-(3-hydroxypropyl)-3-isopropylpyrrolidin-2-one), C[N+]1(CCOCC1)[O-] (N-methylmorpholine N-oxide). The reagents and catalysts are [Ru](=O)(=O)(=O)[O-].C(CC)[N+](CCC)(CCC)CCC (tetra-n-propylammonium perruthenate). Run in C(Cl)Cl (CH2Cl2). Run at time 30 minute. Yields the product FC(C=1C=C(CN2C(C(CC2)(C(C)C)CCC=O)=O)C=C(C1)C(F)(F)F)(F)F (3-(1-(3,5-bis(trifluoromethyl)benzyl)-3-isopropyl-2-oxopyrrolidin-3-yl)propanal). Reaction SMILES: [F:1][C:2]([F:28])([F:27])[C:3]1[CH:4]=[C:5]([CH:20]=[C:21]([C:23]([F:26])([F:25])[F:24])[CH:22]=1)[CH2:6][N:7]1[CH2:11][CH2:10][C:9]([CH2:15][CH2:16][CH2:17][OH:18])([CH:12]([CH3:14])[CH3:13])[C:8]1=[O:19].C[N+]1([O-])CCOCC1>C(Cl)Cl.[Ru]([O-])(=O)(=O)=O.C([N+](CCC)(CCC)CCC)CC>[F:28][C:2]([F:1])([F:27])[C:3]1[CH:4]=[C:5]([CH:20]=[C:21]([C:23]([F:24])([F:25])[F:26])[CH:22]=1)[CH2:6][N:7]1[CH2:11][CH2:10][C:9]([CH2:15][CH2:16][CH:17]=[O:18])([CH:12]([CH3:13])[CH3:14])[C:8]1=[O:19] |f:3.4|. Reported procedure: To a solution of 1-(3,5-bis(trifluoromethyl)benzyl)-3-(3-hydroxypropyl)-3-isopropylpyrrolidin-2-one (1.1 g, approximately 2.67 mmol) in CH2Cl2 (27 mL) was added tetra-n-propylammonium perruthenate (47 mg, 0.134 mmol), N-methylmorpholine N-oxide (0.626 g, 5.35 mmol) and 4 angstrom molecular sieves (0.31 g). After 30 minutes stirring, the solution was filtered through celite and concentrated to provide 3-(1-(3,5-bis(trifluoromethyl)benzyl)-3-isopropyl-2-oxopyrrolidin-3-yl)propanal as an impure dar... Starting materials: COc1ccc(Br)c(F)c1, Cc1ccccc1B(O)O, CCOC(C)=O, CCO, Cc1ccccc1, [Na+], [Na+], O=C([O-])[O-], O, c1ccc(P(c2ccccc2)(c2ccccc2)[Pd](P(c2ccccc2)(c2ccccc2)c2ccccc2)(P(c2ccccc2)(c2ccccc2)c2ccccc2)P(c2ccccc2)(c2ccccc2)c2ccccc2)cc1. Product: COc1ccc(-c2ccccc2C)c(F)c1. Reaction SMILES: [Br:1][c:2]1[c:3]([F:10])[cH:4][c:5]([O:8][CH3:9])[cH:6][cH:7]1.[CH3:11][c:12]1[c:13]([B:18]([OH:19])[OH:20])[cH:14][cH:15][cH:16][cH:17]1.[CH3:27][CH2:28][O:29][C:30]([CH3:31])=[O:32].[CH3:34][CH2:35][OH:36].[CH3:37][c:38]1[cH:39][cH:40][cH:41][cH:42][cH:43]1.[Na+:21].[Na+:22].[O-:23][C:24](=[O:25])[O-:26].[OH2:33].[cH:44]1[cH:45][cH:46][c:47]([P:48]([Pd:49]([P:50]([c:51]2[cH:52][cH:53][cH:54][cH:55][cH:56]2)([c:57]2[cH:58][cH:59][cH:60][cH:61][cH:62]2)[c:63]2[cH:64][cH:65][cH:66][cH:67][cH:68]2)([P:69]([c:70]2[cH:71][cH:72][cH:73][cH:74][cH:75]2)([c:76]2[cH:77][cH:78][cH:79][cH:80][cH:81]2)[c:82]2[cH:83][cH:84][cH:85][cH:86][cH:87]2)[P:88]([c:89]2[cH:90][cH:91][cH:92][cH:93][cH:94]2)([c:95]2[cH:96][cH:97][cH:98][cH:99][cH:100]2)[c:101]2[cH:102][cH:103][cH:104][cH:105][cH:106]2)([c:107]2[cH:108][cH:109][cH:110][cH:111][cH:112]2)[c:113]2[cH:114][cH:115][cH:116][cH:117][cH:118]2)[cH:119][cH:120]1>>[c:2]1(-[c:13]2[c:12]([CH3:11])[cH:17][cH:16][cH:15][cH:14]2)[c:3]([F:10])[cH:4][c:5]([O:8][CH3:9])[cH:6][cH:7]1. Starting materials: C(C)OCCN1C(=NC2=C1C=CC=C2)Cl (1-(2-ethoxyethyl)-2-chloro-1H-benzimidazole), NC1CCN(CC1)C(=O)OCC (ethyl 4-aminopiperidine-1-carboxylate). Run in C(C)(=O)OCC.CCCCCC (ethyl acetate hexane). Reaction conditions: temperature 170 celsius, time 12 hour. Product: C(C)OCCN1C(=NC2=C1C=CC=C2)NC2CCN(CC2)C(=O)OCC ((1-(2-ethoxyethyl)-1H-benzimidazol-2-yl)(1-ethoxycarbonyl-piperidin-4-yl)amine). Reaction SMILES: [CH2:1]([O:3][CH2:4][CH2:5][N:6]1[C:10]2[CH:11]=[CH:12][CH:13]=[CH:14][C:9]=2[N:8]=[C:7]1Cl)[CH3:2].[NH2:16][CH:17]1[CH2:22][CH2:21][N:20]([C:23]([O:25][CH2:26][CH3:27])=[O:24])[CH2:19][CH2:18]1>C(OCC)(=O)C.CCCCCC>[CH2:1]([O:3][CH2:4][CH2:5][N:6]1[C:10]2[CH:11]=[CH:12][CH:13]=[CH:14][C:9]=2[N:8]=[C:7]1[NH:16][CH:17]1[CH2:18][CH2:19][N:20]([C:23]([O:25][CH2:26][CH3:27])=[O:24])[CH2:21][CH2:22]1)[CH3:2] |f:2.3|. Procedure details: Combine 1-(2-ethoxyethyl)-2-chloro-1H-benzimidazole (3.06 g, 13.62 mmol) and ethyl 4-aminopiperidine-1-carboxylate (5.16 g, 30 mmol) and heat to 150° C. After 12 hours, heat to 170° C. After 8 hours, cool the reaction mixture and partition between dichloromethane (150 mL) and water. Separate the layers and extract the organic layer with water. Dry the organic layer over Na2SO4, filter, and evaporate in vacuo to give a residue. Chromatograph the residue on silica gel eluting with ethyl acetate/he... RXN SMILES: [ClH:29].[O:1]1[CH2:2][CH2:3][N:4]([c:7]2[cH:8][c:9](=[O:28])[c:10]3[c:11]([o:12]2)[c:13](-[c:16]2[n:17]([C:21]([O:22][C:23]([CH3:24])([CH3:25])[CH3:26])=[O:27])[cH:18][cH:19][cH:20]2)[cH:14][s:15]3)[CH2:5][CH2:6]1>>[O:1]1[CH2:2][CH2:3][N:4]([c:7]2[cH:8][c:9](=[O:28])[c:10]3[c:11]([o:12]2)[c:13](-[c:16]2[nH:17][cH:18][cH:19][cH:20]2)[cH:14][s:15]3)[CH2:5][CH2:6]1. Yields the product O=c1cc(N2CCOCC2)oc2c(-c3ccc[nH]3)csc12. The reactants are Cl, CC(C)(C)OC(=O)n1cccc1-c1csc2c(=O)cc(N3CCOCC3)oc12. Reactants: CS(C)=O, Cc1cc(Nc2ccn(-c3ccccc3)n2)cc(C)c1OC(=O)CCl, N#C[Na]. Yields the product Cc1cc(Nc2ccn(-c3ccccc3)n2)cc(C)c1OC(=O)CC#N. Reaction SMILES: [CH3:29][S:30](=[O:31])[CH3:32].[Cl:1][CH2:2][C:3](=[O:4])[O:5][c:6]1[c:7]([CH3:25])[cH:8][c:9]([NH:13][c:14]2[n:15][n:16](-[c:19]3[cH:20][cH:21][cH:22][cH:23][cH:24]3)[cH:17][cH:18]2)[cH:10][c:11]1[CH3:12].[Na:26][C:27]#[N:28]>>[CH2:2]([C:3](=[O:4])[O:5][c:6]1[c:7]([CH3:25])[cH:8][c:9]([NH:13][c:14]2[n:15][n:16](-[c:19]3[cH:20][cH:21][cH:22][cH:23][cH:24]3)[cH:17][cH:18]2)[cH:10][c:11]1[CH3:12])[C:27]#[N:28]. The reactants are BrC=1C=C2C=CNC2=NC1 (5-bromo-7-azaindole), O1CCCC1 (tetrahydrofuran), CN1N=CC(=C1)B1OC(C(O1)(C)C)(C)C (1-methyl-4-(4,4,5,5-tetramethyl-[1,3,2]dioxaborolan-2-yl)-1H-pyrazole). The reagents and catalysts are [I-].C(CCC)[N+](CCCC)(CCCC)CCCC (tetra-n-butylammonium iodide), [Pd].C1(=CC=CC=C1)P(C1=CC=CC=C1)C1=CC=CC=C1.C1(=CC=CC=C1)P(C1=CC=CC=C1)C1=CC=CC=C1.C1(=CC=CC=C1)P(C1=CC=CC=C1)C1=CC=CC=C1.C1(=CC=CC=C1)P(C1=CC=CC=C1)C1=CC=CC=C1 (Tetrakis(triphenylphosphine)-palladium(0)). Run in O (water), C([O-])([O-])=O.[K+].[K+] (potassium carbonate), O (water). Reaction conditions: temperature 70 celsius, time 8 hour. The product is CN1N=CC(=C1)C=1C=C2C(=NC1)NC=C2 (5-(1-Methyl-1H-pyrazol-4-yl)-1H-pyrrolo[2,3-b]pyridine). RXN SMILES: Br[C:2]1[CH:3]=[C:4]2[C:8](=[N:9][CH:10]=1)[NH:7][CH:6]=[CH:5]2.O1CCCC1.[CH3:16][N:17]1[CH:21]=[C:20](B2OC(C)(C)C(C)(C)O2)[CH:19]=[N:18]1>C(=O)([O-])[O-].[K+].[K+].O.[I-].C([N+](CCCC)(CCCC)CCCC)CCC.[Pd].C1(P(C2C=CC=CC=2)C2C=CC=CC=2)C=CC=CC=1.C1(P(C2C=CC=CC=2)C2C=CC=CC=2)C=CC=CC=1.C1(P(C2C=CC=CC=2)C2C=CC=CC=2)C=CC=CC=1.C1(P(C2C=CC=CC=2)C2C=CC=CC=2)C=CC=CC=1>[CH3:16][N:17]1[CH:21]=[C:20]([C:2]2[CH:3]=[C:4]3[CH:5]=[CH:6][NH:7][C:8]3=[N:9][CH:10]=2)[CH:19]=[N:18]1 |f:3.4.5,7.8,9.10.11.12.13|. Reported procedure: To 5-bromo-7-azaindole (1, 1.04 g, 5.28 mmol) in 1.00 M potassium carbonate in water (15.8 mL) and tetrahydrofuran (50.0 mL) were added 1-methyl-4-(4,4,5,5-tetramethyl-[1,3,2]dioxaborolan-2-yl)-1H-pyrazole (108, 1.65 g, 7.92 mmol), Tetrakis(triphenylphosphine)-palladium(0) (0.305 mg, 0.26 mmol) and tetra-n-butylammonium iodide (0.20 g, 0.53 mmol). The reaction mixture was stirred at 70° C. overnight. The reaction mixture was poured into water and the organic layer was washed with brine, dried ov...